The task is: describe an organic reaction: reactants, conditions, products, and yield. This data is from the Open Reaction Database (ORD), a public repository of structured organic reaction records. The reactants are C(C)(C)=C1C(NC2=CC=CC(=C12)OC)=O (3-isopropylidene-4-methoxy-1,3-dihydro-indol-2-one). The reagents and catalysts are [Pd] (palladium on carbon). The solvent is C(C)O (ethanol). Product: C(C)(C)C1C(NC2=CC=CC(=C12)OC)=O (3-isopropyl-4-methoxy-1,3-dihydro-indol-2-one). The yield is 80.2%. As a reaction SMILES: [C:1](=[C:4]1[C:12]2[C:7](=[CH:8][CH:9]=[CH:10][C:11]=2[O:13][CH3:14])[NH:6][C:5]1=[O:15])([CH3:3])[CH3:2]>[Pd].C(O)C>[CH:1]([CH:4]1[C:12]2[C:7](=[CH:8][CH:9]=[CH:10][C:11]=2[O:13][CH3:14])[NH:6][C:5]1=[O:15])([CH3:3])[CH3:2]. Procedure details: A mixture of 3-isopropylidene-4-methoxy-1,3-dihydro-indol-2-one (700 mg, 3.4 mmol) and 5% palladium on carbon (88 mg) in ethanol (25 mL) is hydrogenated at 60 psi overnight. Filtration and removal of the solvent in vacuo provided 560 mg (79%) of 3-isopropyl-4-methoxy-1,3-dihydro-indol-2-one. MS (ESI+) 206. Reactants: CC(=O)c1cc2nc(S)[nH]c2cc1C, ClCc1nccc2c1OCCO2, CO, Cl. Product: CC(=O)c1cc2nc(SCc3nccc4c3OCCO4)[nH]c2cc1C. As a reaction SMILES: [C:1]([CH3:2])(=[O:3])[c:4]1[cH:5][c:6]2[c:7]([nH:8][c:9]([SH:11])[n:10]2)[cH:12][c:13]1[CH3:14].[CH2:16]1[O:17][c:18]2[c:19]([CH2:26][Cl:27])[n:20][cH:21][cH:22][c:23]2[O:24][CH2:25]1.[CH3:28][OH:29].[ClH:15]>>[C:1]([CH3:2])(=[O:3])[c:4]1[cH:5][c:6]2[c:7]([nH:8][c:9]([S:11][CH2:26][c:19]3[c:18]4[c:23]([cH:22][cH:21][n:20]3)[O:24][CH2:25][CH2:16][O:17]4)[n:10]2)[cH:12][c:13]1[CH3:14]. Reactants: C(#C)C1CCC2(CC1)OCCO2 (4-ethynyl-1,1-ethylenedioxycyclohexane), solution, C(CCC)[Li] (butyl lithium), CN(P(N(C)C)(N(C)C)=O)C (hexamethylphosphoric acid triamide), C(CC)I (propyl iodide). Solvent: O1CCCC1 (tetrahydrofuran), CCCCCC (hexane), O (water). Reaction conditions: time 30 minute. Product: liquid, C1OC2(CCC(CC2)C#CCCC)OC1 (1,1-ethylenedioxy- 4-(1-pentynyl)cyclohexane). The yield is 76.5%. RXN SMILES: [C:1]([CH:3]1[CH2:8][CH2:7][C:6]2([O:12][CH2:11][CH2:10][O:9]2)[CH2:5][CH2:4]1)#[CH:2].[CH2:13]([Li])[CH2:14][CH2:15]C.CN(C)P(=O)(N(C)C)N(C)C.C(I)CC>O1CCCC1.CCCCCC.O>[CH2:11]1[CH2:10][O:9][C:6]2([CH2:5][CH2:4][CH:3]([C:1]#[C:2][CH2:13][CH2:14][CH3:15])[CH2:8][CH2:7]2)[O:12]1. Reported procedure: A solution of 6.5 g of 4-ethynyl-1,1-ethylenedioxycyclohexane in 40 ml of tetrahydrofuran was treated at -20° C. with 39.1 ml of a 1.4M solution of butyl lithium in hexane. Subsequently, the mixture was treated at 0° C. with 60 ml of hexamethylphosphoric acid triamide (brief temperature rise to 26° C.) and then dropwise with 6.5 ml of propyl iodide. The cooling bath was removed and the mixture was left to warm to room temperature. A white precipitate formed. After 30 minutes, the mixture was tre... Reactants: [C-]#N.[Na+] (sodium cyanide), C(C1=CC=CC=C1)OC=1C=C(CCl)C=CC1 (3-benzyloxybenzyl chloride), CCOCC (ether), O (water). Solvent: CS(=O)C (dimethyl sulphoxide). Product: C(C1=CC=CC=C1)OC=1C=C(C=CC1)CC#N (3-benzyloxyphenylacetonitrile). Reaction SMILES: [C-:1]#[N:2].[Na+].[CH2:4]([O:11][C:12]1[CH:13]=[C:14]([CH:17]=[CH:18][CH:19]=1)[CH2:15]Cl)[C:5]1[CH:10]=[CH:9][CH:8]=[CH:7][CH:6]=1.O.CCOCC>CS(C)=O>[CH2:4]([O:11][C:12]1[CH:13]=[C:14]([CH2:15][C:1]#[N:2])[CH:17]=[CH:18][CH:19]=1)[C:5]1[CH:10]=[CH:9][CH:8]=[CH:7][CH:6]=1 |f:0.1|. Reported procedure: A solution of sodium cyanide (5.9 g.) in dimethyl sulphoxide (40 ml.) was treated with 3-benzyloxybenzyl chloride (23.2 g.) and the reaction mixture stirred and maintained at 60° for 1 hour. The mixture was poured into water and the product was isolated with ether in the usual manner to give 3-benzyloxyphenylacetonitrile, b.p. 162°-166°/0.55 mm. Starting materials: CS(=O)(=O)C(C)(C)C=1C=C2C=CC=NC2=C(C1)C=1C=C(C=CC1)C1=CC(=CC=C1)C=CC(=O)O (3-{3′-[6-(1-Methanesulfonyl-1-methyl-ethyl)-quinolin-8-yl]-biphenyl-3-yl}-acrylic acid), CCN=C=NCCCN(C)C (EDCI), C1(CC1)N (cyclopropylamine). Reagents/catalysts: CN(C)C=1C=CN=CC1 (DMAP). Run in C(Cl)Cl (CH2Cl2), [NH4+].[Cl-] (NH4Cl). Run at time 12 hour. The product is C1(CC1)NC(C=CC=1C=C(C=CC1)C1=CC(=CC=C1)C=1C=C(C=C2C=CC=NC12)C(C)(C)S(=O)(=O)C)=O (N-Cyclopropyl-3-{3′-[6-(1-methanesulfonyl-1-methyl-ethyl)-quinolin-8-yl]-biphenyl-3-yl}-acrylamide). RXN SMILES: [CH3:1][S:2]([C:5]([C:8]1[CH:9]=[C:10]2[C:15](=[C:16]([C:18]3[CH:19]=[C:20]([C:24]4[CH:29]=[CH:28][CH:27]=[C:26]([CH:30]=[CH:31][C:32](O)=[O:33])[CH:25]=4)[CH:21]=[CH:22][CH:23]=3)[CH:17]=1)[N:14]=[CH:13][CH:12]=[CH:11]2)([CH3:7])[CH3:6])(=[O:4])=[O:3].CCN=C=N[CH2:40][CH2:41][CH2:42][N:43](C)C.C1(N)CC1>CN(C1C=CN=CC=1)C.C(Cl)Cl.[NH4+].[Cl-]>[CH:42]1([NH:43][C:32](=[O:33])[CH:31]=[CH:30][C:26]2[CH:25]=[C:24]([C:20]3[CH:21]=[CH:22][CH:23]=[C:18]([C:16]4[CH:17]=[C:8]([C:5]([S:2]([CH3:1])(=[O:4])=[O:3])([CH3:7])[CH3:6])[CH:9]=[C:10]5[C:15]=4[N:14]=[CH:13][CH:12]=[CH:11]5)[CH:19]=3)[CH:29]=[CH:28][CH:27]=2)[CH2:40][CH2:41]1 |f:5.6|. Procedure: A mixture of 3-{3′-[6-(1-methanesulfonyl-1-methyl-ethyl)quinolin-8-yl]-biphenyl-3-yl}-acrylic acid from Step 2 (1.0 eq.), EDCI (1.3 eq.), DMAP (2.0 eq.) and cyclopropylamine (10.0 eq.) in CH2Cl2 was stirred for 12 h at rt. The mixture was poured in saturated aqueous NH4Cl and extracted with EtOAc (2×). The combined organic extracts were washed with saturated aqueous NaHCO3, brine, dried over Na2SO4, filtered and concentrated. Flash chromatography (EtOAc) afforded the title compound as a white so... The reactants are CN1N=C(C=C1OC1=NC(=CC=C1)CN)C(F)(F)F (2-(1-methyl-3-trifluoromethylpyrazol-5-yloxy)-6-(aminomethyl)-pyridine), C(C)(C)N(CC)C(C)C (diisopropylethylamine), C(C=CC)(=O)Cl (but-2-enoyl chloride). The solvent is C(Cl)Cl (methylene chloride). Conditions: time 3 hour. The product is CN1N=C(C=C1OC1=NC(=CC=C1)C(N)C(C=CC)=O)C(F)(F)F (2-(1-Methyl-3-trifluoromethylpyrazol-5-yloxy)-6-(but-2-enoyl-aminomethyl)-pyridine). Reaction SMILES: [CH3:1][N:2]1[C:6]([O:7][C:8]2[CH:13]=[CH:12][CH:11]=[C:10]([CH2:14][NH2:15])[N:9]=2)=[CH:5][C:4]([C:16]([F:19])([F:18])[F:17])=[N:3]1.C(N(C(C)C)CC)(C)C.[C:29](Cl)(=[O:33])[CH:30]=[CH:31][CH3:32]>C(Cl)Cl>[CH3:1][N:2]1[C:6]([O:7][C:8]2[CH:13]=[CH:12][CH:11]=[C:10]([CH:14]([C:29](=[O:33])[CH:30]=[CH:31][CH3:32])[NH2:15])[N:9]=2)=[CH:5][C:4]([C:16]([F:19])([F:17])[F:18])=[N:3]1. Procedure details: 0.100 g (0.368 mmol) of 2-(1-methyl-3-trifluoromethylpyrazol-5-yloxy)-6-(aminomethyl)-pyridine was introduced in 5 ml of methylene chloride together with 71.1 mg (0.55 mmol) of diisopropylethylamine, at room temperature 46.1 mg (0.44 mmol) of but-2-enoyl chloride were added and the mixture was stirred at room temperature for 3 h. The crude product was concentrated, subjected to extraction with 1 N HCl and ethyl acetate and then filtered over a silica gel bed. The filtrate was concentrated. The r... The reactants are O=C(CBr)c1ccccc1, O=C([O-])[O-], Cc1ccc(O)cc1, CC(C)=O, [K+], [K+], O. Yields the product Cc1ccc(OCC(=O)c2ccccc2)cc1. RXN SMILES: [Br:15][CH2:16][C:17](=[O:18])[c:19]1[cH:20][cH:21][cH:22][cH:23][cH:24]1.[C:9](=[O:10])([O-:11])[O-:12].[CH3:1][c:2]1[cH:3][cH:4][c:5]([OH:6])[cH:7][cH:8]1.[CH3:26][C:27](=[O:28])[CH3:29].[K+:13].[K+:14].[OH2:25]>>[CH3:1][c:2]1[cH:3][cH:4][c:5]([O:6][CH2:16][C:17](=[O:18])[c:19]2[cH:20][cH:21][cH:22][cH:23][cH:24]2)[cH:7][cH:8]1. Starting materials: ClC1=C(C(=C(C(=C1O)Cl)Cl)Cl)Cl (pentachlorophenol), [Al] (aluminum), C1(=CC=CC=C1)OP(OC1=CC=CC=C1)OC1=CC=CC=C1 (triphenylphosphite), NC1=CC=CC=C1 (aniline), C1C(C)O1 (propylene oxide), oxypropylated product. The reagents and catalysts are [Fe] (iron). Solvent: C(C)N(CC)CC (triethylamine). Run at temperature 125 celsius, time 2 hour. Yields the product NC1=CC=CC=C1.ClC1=C(C(=C(C(=C1O)Cl)Cl)Cl)Cl.C1(=CC=CC=C1)OP(OC1=CC=CC=C1)OC1=CC=CC=C1.C1C(C)O1 (Aniline Pentachlorophenol - Triphenylphosphite Propylene Oxide). RXN SMILES: [Cl:1][C:2]1[C:7]([OH:8])=[C:6]([Cl:9])[C:5]([Cl:10])=[C:4]([Cl:11])[C:3]=1[Cl:12].[Al].[C:14]1([O:20][P:21]([O:29][C:30]2[CH:35]=[CH:34][CH:33]=[CH:32][CH:31]=2)[O:22][C:23]2[CH:28]=[CH:27][CH:26]=[CH:25][CH:24]=2)[CH:19]=[CH:18][CH:17]=[CH:16][CH:15]=1.[NH2:36][C:37]1[CH:42]=[CH:41][CH:40]=[CH:39][CH:38]=1.[CH2:43]1[O:46][CH:44]1[CH3:45]>[Fe].C(N(CC)CC)C>[NH2:36][C:37]1[CH:42]=[CH:41][CH:40]=[CH:39][CH:38]=1.[Cl:1][C:2]1[C:7]([OH:8])=[C:6]([Cl:9])[C:5]([Cl:10])=[C:4]([Cl:11])[C:3]=1[Cl:12].[C:30]1([O:29][P:21]([O:22][C:23]2[CH:28]=[CH:27][CH:26]=[CH:25][CH:24]=2)[O:20][C:14]2[CH:19]=[CH:18][CH:17]=[CH:16][CH:15]=2)[CH:35]=[CH:34][CH:33]=[CH:32][CH:31]=1.[CH2:43]1[O:46][CH:44]1[CH3:45] |f:7.8.9.10|. Procedure: A 5-liter flask, standardly equipped, was charged with 1330 grams of pentachlorophenol containing about 750 ppm of aluminum and iron compounds, 500 grams of triphenylphosphite and 232.5 grams of aniline. After heating to approximately 125°C., 750 ml. of propylene oxide was added at a temperature up to 150°C. The mixture was then cooled and 35 grams of triethylamine added, followed by oxypropylation at approximately 90°C. until steady refluxing. The product was then stripped for 2 hours at 80° - ...